Dataset: the Open Reaction Database (ORD), a public repository of structured organic reaction records. Task: describe an organic reaction: reactants, conditions, products, and yield Starting materials: CCO (EtOH), C1[C@@H]([C@H](O[C@H]1N2C=NC3=C2N=CN=C3N)CO)O (2′-deoxy-D-adenosine), C1[C@@H]([C@H](O[C@H]1N2C=NC3=C2N=CN=C3N)CO)O (2′-deoxy-D-adenosine), C1[C@@H]([C@H](O[C@H]1N2C=NC3=C2N=CN=C3N)CO)O (2′-deoxy-D-adenosine). Run in O (H2O), O (water), O (water). Product: C1[C@H]([C@@H](O[C@@H]1N2C=NC3=C2N=CN=C3N)CO)O (2′-Deoxy-β-L-adenosine). As a reaction SMILES: CCO.[CH2:4]1[C@H:8]([N:9]2[C:13]3[N:14]=[CH:15][N:16]=[C:17]([NH2:18])[C:12]=3[N:11]=[CH:10]2)[O:7][C@H:6]([CH2:19][OH:20])[C@H:5]1[OH:21]>O>[CH2:4]1[C@@H:8]([N:9]2[C:13]3[N:14]=[CH:15][N:16]=[C:17]([NH2:18])[C:12]=3[N:11]=[CH:10]2)[O:7][C@@H:6]([CH2:19][OH:20])[C@@H:5]1[OH:21]. Reported procedure: mp 189-190° C. (EtOH 95) (identical to commercial 2′-deoxy-D-adenosine) 1H NMR (200 MHz, DMSO-D6):δ 8.35 and 8.14 (2s, 2H, H2 and H8), 7.34 (s1, 2H, NH2), 6.35 (dd, 1H, H1′, J 6.1 Hz, J 7.85 Hz), 5.33 (d, 1H, OH2′, J 4.0 Hz), 5.28 (dd, 1H, H3′, J 4.95 Hz; J 6.6 Hz), 4.42 (m, 1H, OH5′), 3.88 (m, 1H, H4′), 3.63-3.52 (m, 2H, H5′a and H5′b), 2,71 (m, 1H, H2′a), 2.28 (m, 1H, H2′b). (identical to commercial 2′-deoxy-D-adenosine) αD+26° (c 0.5 water) (commercial 2′-deoxy-D-adenosine −25° (c 0.5 water))... Starting materials: [H-].[Al+3].[Li+].[H-].[H-].[H-] (Lithium aluminum hydride), C(\C=C/C(=O)O)(=O)O (maleic acid), hydrogen maleate salt, [Cl-].[Al+3].[Cl-].[Cl-] (aluminum chloride), CNC(C1=C(C=CC=C1)SC1=CC=CC=C1)=O (N-methyl-2-(phenylthio)benzamide), C(\C=C/C(=O)[O-])(=O)O (hydrogen maleate). The solvent is CCOCC (ether), O (water), CCOCC (ether), CCOCC (ether), C(C)O (ethanol). Yields the product CNCC1=C(C=CC=C1)SC1=CC=CC=C1 (N-Methyl-2-(phenylthio)benzylamine). Reaction SMILES: [H-].[Al+3].[Li+].[H-].[H-].[H-].[Cl-].[Al+3].[Cl-].[Cl-].[CH3:11][NH:12][C:13](=O)[C:14]1[CH:19]=[CH:18][CH:17]=[CH:16][C:15]=1[S:20][C:21]1[CH:26]=[CH:25][CH:24]=[CH:23][CH:22]=1.C(O)(=O)/C=C\C(O)=O.C(O)(=O)/C=C\C([O-])=O>C(O)C.O.CCOCC>[CH3:11][NH:12][CH2:13][C:14]1[CH:19]=[CH:18][CH:17]=[CH:16][C:15]=1[S:20][C:21]1[CH:26]=[CH:25][CH:24]=[CH:23][CH:22]=1 |f:0.1.2.3.4.5,6.7.8.9|. Procedure: Lithium aluminum hydride, 1.52 g. (0.04 mole), is weighed under nitrogen, transferred to a dry nitrogen-flushed reaction flask, and suspended in 50 ml. of absolute ether. A solution of 5.34 g. (0.04 mole) of aluminum chloride in 60 ml. of absolute ether is added dropwise. The mixture, containing a white precipitate, is stirred at room temperature while a solution of 4.87 g. (0.02 mole) of N-methyl-2-(phenylthio)benzamide in 1 l. of absolute ether is added dropwise. The mixture is stirred at refl... Starting materials: Cl.Cl.NCCCCC1=CC=C(OCCNCC(=O)N)C=C1 (2-{2-[4-(4-Aminobutyl)phenoxy]ethylamino}acetamide dihydrochloride salt), CCN(C(C)C)C(C)C (Hunig's base), I.NC=1C(=NC(=C(N1)N)Cl)C(=O)NC(SC)=N (1-(3,5-diamino-6-chloropyrazine-2-carbony)-2-methylisothiourea hydriodide). The solvent is C(C)O (ethanol). Reaction conditions: temperature 65 celsius, time 3 hour. Product: NC=1C(=NC(=C(N1)N)Cl)C(=O)N=C(NCCCCC1=CC=C(OCCNCC(=O)N)C=C1)N (2-[2-(4-{4-[N′-(3,5-Diamino-6-chloropyrazine-2-carbonyl)guanidino]butyl}phenoxy)ethylamino]acetamide). Reaction SMILES: Cl.Cl.[NH2:3][CH2:4][CH2:5][CH2:6][CH2:7][C:8]1[CH:21]=[CH:20][C:11]([O:12][CH2:13][CH2:14][NH:15][CH2:16][C:17]([NH2:19])=[O:18])=[CH:10][CH:9]=1.CCN(C(C)C)C(C)C.I.[NH2:32][C:33]1[C:34]([C:41]([NH:43][C:44](=[NH:47])SC)=[O:42])=[N:35][C:36]([Cl:40])=[C:37]([NH2:39])[N:38]=1>C(O)C>[NH2:32][C:33]1[C:34]([C:41]([N:43]=[C:44]([NH2:47])[NH:3][CH2:4][CH2:5][CH2:6][CH2:7][C:8]2[CH:21]=[CH:20][C:11]([O:12][CH2:13][CH2:14][NH:15][CH2:16][C:17]([NH2:19])=[O:18])=[CH:10][CH:9]=2)=[O:42])=[N:35][C:36]([Cl:40])=[C:37]([NH2:39])[N:38]=1 |f:0.1.2,4.5|. Reported procedure: A solution composed of compound 4 (0.065 g, 0.194 mmol), Hunig's base (0.17 mL, 0.97 mmol) and ethanol (6 mL) was heated at 65° C. for 30 min, then 1-(3,5-diamino-6-chloropyrazine-2-carbony)-2-methylisothiourea hydriodide (5, 0.072 g, 0.213 mmol) was added. The resulting solution was continuously stirred at 65° C. temperature for an additional three hours, then cooled to room temperature. The solvent was then removed by evaporation, and the resulting residue was column chromatographed on silica ... Product: C(C)N(C1=CN=CC(=N1)C(=O)NC1=NN=NN1)CC (6-(Diethylamino)-N-(1H-5-tetrazolyl)pyrazine-2-carboxamide). The solvent is C1=CC=CC=C1 (benzene), C(C)NCC (diethylamine). Procedure: To a suspension of 1.13 g of 6-chloro-N-(1H-5-tetrazolyl)pyrazine-2-carboxamide in 20 ml of benzene, 20 ml of diethylamine was added, and the mixture was heated for 24 hours at 80°-90 ° C. in a sealed tube. The reaction mixture was evaporated. Water was added to the residue, and then the aqueous solutron was adjusted with dilute hydrochloric acid to pH 3. The precipitate was collected by filtration, and recrystalized from a mixture of dimethylsulfoxide and methanol affording 0.75 g of the desire... As a reaction SMILES: Cl[C:2]1[N:7]=[C:6]([C:8]([NH:10][C:11]2[NH:15][N:14]=[N:13][N:12]=2)=[O:9])[CH:5]=[N:4][CH:3]=1>C1C=CC=CC=1.C(NCC)C>[CH2:3]([N:4]([CH2:5][CH3:6])[C:2]1[N:7]=[C:6]([C:8]([NH:10][C:11]2[NH:15][N:14]=[N:13][N:12]=2)=[O:9])[CH:5]=[N:4][CH:3]=1)[CH3:2]. Starting materials: ClC1=CN=CC(=N1)C(=O)NC1=NN=NN1 (6-chloro-N-(1H-5-tetrazolyl)pyrazine-2-carboxamide). Reactants: C(C1=CC=CC=C1)OC1=CC=C(C=C1)C1=CC=C(C=C1)N1CCC(CC1)(OCC)OCC (1-(4′-Benzyloxybiphenyl-4-yl)-4,4-diethoxy-piperidine), Cl (hydrochloric acid), [OH-].[Na+] (sodium hydroxide). Run in CC(=O)C (acetone). The product is C(C1=CC=CC=C1)OC1=CC=C(C=C1)C1=CC=C(C=C1)N1CCC(CC1)=O (1-(4′-benzyloxybiphenyl-4-yl)piperidin-4-one). Isolated yield 86.8%. Reaction SMILES: [CH2:1]([O:8][C:9]1[CH:14]=[CH:13][C:12]([C:15]2[CH:20]=[CH:19][C:18]([N:21]3[CH2:26][CH2:25][C:24](OCC)([O:27]CC)[CH2:23][CH2:22]3)=[CH:17][CH:16]=2)=[CH:11][CH:10]=1)[C:2]1[CH:7]=[CH:6][CH:5]=[CH:4][CH:3]=1.Cl.[OH-].[Na+]>CC(C)=O>[CH2:1]([O:8][C:9]1[CH:14]=[CH:13][C:12]([C:15]2[CH:20]=[CH:19][C:18]([N:21]3[CH2:26][CH2:25][C:24](=[O:27])[CH2:23][CH2:22]3)=[CH:17][CH:16]=2)=[CH:11][CH:10]=1)[C:2]1[CH:3]=[CH:4][CH:5]=[CH:6][CH:7]=1 |f:2.3|. Reported procedure: 1-(4′-Benzyloxybiphenyl-4-yl)-4,4-diethoxy-piperidine (10.0 g, 23.2 mmol), acetone (100 ml) and a 5 N hydrochloric acid aqueous solution (35 ml) were mixed and heated under reflux for 5 hours. 1 N sodium hydroxide was added to the residue obtained by removing the solvent by distillation, followed by extraction with dichloromethane. The organic layer was washed with water and then dried over sodium sulfate. After filtering, the filtrate was concentrated under reduced pressure. The resulting crude...